The task is: describe an organic reaction: reactants, conditions, products, and yield. This data is from the Open Reaction Database (ORD), a public repository of structured organic reaction records. The reactants are ClC1=C(C(=O)O)C=C(C=C1)[N+](=O)[O-] (2-chloro-5-nitrobenzoic acid), N1CCCC1 (pyrrolidine), ice water. The product is [N+](=O)([O-])C=1C=CC(=C(C(=O)O)C1)N1CCCC1 (5-nitro-2-(1-pyrrolidinyl)benzoic acid). As a reaction SMILES: Cl[C:2]1[CH:10]=[CH:9][C:8]([N+:11]([O-:13])=[O:12])=[CH:7][C:3]=1[C:4]([OH:6])=[O:5].[NH:14]1[CH2:18][CH2:17][CH2:16][CH2:15]1>>[N+:11]([C:8]1[CH:9]=[CH:10][C:2]([N:14]2[CH2:18][CH2:17][CH2:16][CH2:15]2)=[C:3]([CH:7]=1)[C:4]([OH:6])=[O:5])([O-:13])=[O:12]. Procedure details: 20.1 Grams 2-chloro-5-nitrobenzoic acid was added in portions to 100 ml pyrrolidine. A cooling bath was applied as necessary during the addition. After the addition was complete, the reaction was heated on a steam bath for three hours, cooled, poured into ice water and made acidic with concentrated HCl until precipitation of product was complete. Recrystallization from ethanol gave 19.4 grams 5-nitro-2-(1-pyrrolidinyl)benzoic acid. m.p. = 224°-266° C dec. The nitro compound was reduced catalytic... Reactants: COCCl, CCN(C(C)C)C(C)C, ClC(Cl)Cl, ClCCl, CCOC(=O)CCCCCCCCCCCCCCCO. Yields the product CCOC(=O)CCCCCCCCCCCCCCCOCOC. As a reaction SMILES: [CH3:22][O:23][CH2:24][Cl:25].[CH:26]([N:27]([CH:28]([CH3:29])[CH3:30])[CH2:31][CH3:32])([CH3:33])[CH3:34].[CH:38]([Cl:39])([Cl:40])[Cl:41].[Cl:35][CH2:36][Cl:37].[OH:1][CH2:2][CH2:3][CH2:4][CH2:5][CH2:6][CH2:7][CH2:8][CH2:9][CH2:10][CH2:11][CH2:12][CH2:13][CH2:14][CH2:15][CH2:16][C:17](=[O:18])[O:19][CH2:20][CH3:21]>>[O:1]([CH2:2][CH2:3][CH2:4][CH2:5][CH2:6][CH2:7][CH2:8][CH2:9][CH2:10][CH2:11][CH2:12][CH2:13][CH2:14][CH2:15][CH2:16][C:17](=[O:18])[O:19][CH2:20][CH3:21])[CH2:24][O:23][CH3:22]. Reactants: CC(C)(C)N=C=S, CCO, NC(CO)c1cccc(Br)c1. Product: CC(C)(C)NC(=S)NC(CO)c1cccc(Br)c1. RXN SMILES: [C:12]([CH3:13])([CH3:14])([CH3:15])[N:16]=[C:17]=[S:18].[CH3:19][CH2:20][OH:21].[NH2:1][CH:2]([CH2:3][OH:4])[c:5]1[cH:6][c:7]([Br:11])[cH:8][cH:9][cH:10]1>>[NH:1]([CH:2]([CH2:3][OH:4])[c:5]1[cH:6][c:7]([Br:11])[cH:8][cH:9][cH:10]1)[C:17]([NH:16][C:12]([CH3:13])([CH3:14])[CH3:15])=[S:18]. Starting materials: CCCCCCC(CCCCCCCCCCC)O (7-octadecanol), CCCCCCCC(CCCCCCCCCC)O (8-octadecanol), CCCCCCCCC(CCCCCCCCC)O (9-octadecanol). Product: CCCCCC(CCCCCCCCCCCC)O (6-octadecanol). As a reaction SMILES: C[CH2:2][CH2:3][CH2:4][CH2:5][CH2:6][CH:7]([OH:19])[CH2:8][CH2:9][CH2:10][CH2:11][CH2:12][CH2:13][CH2:14][CH2:15][CH2:16][CH2:17][CH3:18].[CH3:20]CCCCCCC(O)CCCCCCCCCC.CCCCCCCCC(O)CCCCCCCCC>>[CH3:2][CH2:3][CH2:4][CH2:5][CH2:6][CH:7]([OH:19])[CH2:8][CH2:9][CH2:10][CH2:11][CH2:12][CH2:13][CH2:14][CH2:15][CH2:16][CH2:17][CH2:18][CH3:20]. Reported procedure: 7-octadecanol; 8-octadecanol; 9-octadecanol;